From a dataset of the Open Reaction Database (ORD), a public repository of structured organic reaction records. describe an organic reaction: reactants, conditions, products, and yield Starting materials: C(C)(=O)C1=C(OCC(=O)OCC)C=CC(=C1)Br (ethyl 2-(2-acetyl-4-bromophenoxy)acetate), [OH-].[Na+] (sodium hydroxide), O (water). Solvent: C1CCOC1 (THF). Run at time 8 hour. Product: C(C)(=O)C1=C(OCC(=O)O)C=CC(=C1)Br (2-(2-acetyl-4-bromophenoxy)acetic acid). Isolated yield 78.0%. RXN SMILES: [C:1]([C:4]1[CH:16]=[C:15]([Br:17])[CH:14]=[CH:13][C:5]=1[O:6][CH2:7][C:8]([O:10]CC)=[O:9])(=[O:3])[CH3:2].[OH-].[Na+].O>C1COCC1>[C:1]([C:4]1[CH:16]=[C:15]([Br:17])[CH:14]=[CH:13][C:5]=1[O:6][CH2:7][C:8]([OH:10])=[O:9])(=[O:3])[CH3:2] |f:1.2|. Procedure: To a solution of ethyl 2-(2-acetyl-4-bromophenoxy)acetate (8.9 g, 29.56 mmol) in THF (60 mL) was added sodium hydroxide (1.43 g, 35.75 mmol) and water (10 mL). The resulting solution was stirred overnight at room temperature and concentrated under vacuum. The residue was dissolved in water (30 mL) and adjusted to pH 2 with HCl (3N). The solids were collected by filtration to afford 2-(2-acetyl-4-bromophenoxy)acetic acid as a light yellow solid (6.3 g, 78%).